Dataset: the Open Reaction Database (ORD), a public repository of structured organic reaction records. Task: describe an organic reaction: reactants, conditions, products, and yield Starting materials: BrCC(=O)OC (methyl bromoacetate), C1(CCCCC1)C=1NC=C(N1)C1=CC(=C(C=C1)F)C (2-cyclohexyl-4-(4-fluoro-3-methyl-phenyl)-1H-imidazole), C([O-])([O-])=O.[K+].[K+] (potassium carbonate). Solvent: CN(C)C=O (DMF). Product: BrCC(=O)C1=CC(=C(C=C1)F)C (2-bromo-1-(4-fluoro-3-methyl-phenyl)-ethanone). As a reaction SMILES: [Br:1][CH2:2][C:3]([O:5]C)=O.C1(C2NC=C([C:18]3[CH:23]=[CH:22][C:21]([F:24])=[C:20]([CH3:25])[CH:19]=3)N=2)CCCCC1.C(=O)([O-])[O-].[K+].[K+]>CN(C=O)C>[Br:1][CH2:2][C:3]([C:18]1[CH:23]=[CH:22][C:21]([F:24])=[C:20]([CH3:25])[CH:19]=1)=[O:5] |f:2.3.4|. Reported procedure: 0.38 mL methyl bromoacetate was added to 940 mg 2-cyclohexyl-4-(4-fluoro-3-methyl-phenyl)-1H-imidazole and 1.52 g potassium carbonate in 10 mL DMF. The reaction was stirred over night at RT and evaporated. Methanol and 1 mol/L sodiumhydroxide solution was added and the mixture was stirred 2 h at RT. The solvent was removed. The residue was dissolved in water and acidified with 1 mol/L HCL solution. The precipitate was filtered and dried to give 700 mg desired product. Rt: 0.92 min (method A), (M... Reactants: CN(CCOC1=C(C=C2C=CNC2=C1)OC)C (6-(2-dimethylaminoethoxy)-5-methoxy-1H-indole), C(#N)[BH3-].[Na+] (sodium cyanoborohydride), C(=O)([O-])[O-].[Na+].[Na+] (Na2CO3). Solvent: O (water), C(C)(=O)O (acetic acid). Yields the product CN(CCOC1=C(C=C2CCNC2=C1)OC)C (2,3-Dihydro-6-(2-dimethylaminoethoxy)-5-methoxy-1H-indole). Isolated yield 74.6%. As a reaction SMILES: [CH3:1][N:2]([CH3:17])[CH2:3][CH2:4][O:5][C:6]1[CH:14]=[C:13]2[C:9]([CH:10]=[CH:11][NH:12]2)=[CH:8][C:7]=1[O:15][CH3:16].C([BH3-])#N.[Na+].C([O-])([O-])=O.[Na+].[Na+]>C(O)(=O)C.O>[CH3:1][N:2]([CH3:17])[CH2:3][CH2:4][O:5][C:6]1[CH:14]=[C:13]2[C:9]([CH2:10][CH2:11][NH:12]2)=[CH:8][C:7]=1[O:15][CH3:16] |f:1.2,3.4.5|. Reported procedure: A stirred solution of 6-(2-dimethylaminoethoxy)-5-methoxy-1H-indole (D13, 0.50 g, 2.1 mmole) in glacial acetic acid (10 ml) at room temperature was treated portionwise over 15 minutes with sodium cyanoborohydride (0.25 g, 4.0 mmole). After 2 hours the solution was diluted with water (50 ml), basified by addition of Na2CO3 and then extracted with ethyl acetate (2×50 ml). The combined extract was dried (Na2 SO4), and concentrated in vacuo to leave the title compound as a brown oil (0.37 g, 73%).